Dataset: the Open Reaction Database (ORD), a public repository of structured organic reaction records. Task: describe an organic reaction: reactants, conditions, products, and yield The reactants are CC1([C@@H]([C@@H]1\C=C(\C(OC(CC)C)=O)/Cl)C(=O)O)C ((1R,cis,Z) 2,2-dimethyl-3-[2-chloro-3-oxo-3-(1-methyl-propoxy)-1-propenyl]-cyclopropane carboxylic acid), C(#N)[C@H](C1=CC(=CC=C1)OC1=CC=CC=C1)O ((S)α-cyano-3-phenoxy-benzyl alcohol). The solvent is C(Cl)(Cl)Cl (chloroform). Product: CC1([C@@H]([C@@H]1\C=C(\C(OC(CC)C)=O)/Cl)C(=O)O[C@@H](C1=CC(=CC=C1)OC1=CC=CC=C1)C#N)C ((S)α-cyano-3-phenoxy-benzyl (1R,cis,Z) 2,2-dimethyl-3-[2-chloro-3-oxo-3-(1-methyl-propoxy)-1-propenyl]-cyclopropanecarboxylate). Reaction SMILES: [CH3:1][C:2]1([CH3:18])[C@@H:4](/[CH:5]=[C:6](\[Cl:14])/[C:7](=[O:13])[O:8][CH:9]([CH3:12])[CH2:10][CH3:11])[C@H:3]1[C:15]([OH:17])=[O:16].[C:19]([C@@H:21](O)[C:22]1[CH:27]=[CH:26][CH:25]=[C:24]([O:28][C:29]2[CH:34]=[CH:33][CH:32]=[CH:31][CH:30]=2)[CH:23]=1)#[N:20]>C(Cl)(Cl)Cl>[CH3:18][C:2]1([CH3:1])[C@@H:4](/[CH:5]=[C:6](\[Cl:14])/[C:7](=[O:13])[O:8][CH:9]([CH3:12])[CH2:10][CH3:11])[C@H:3]1[C:15]([O:17][C@H:21]([C:19]#[N:20])[C:22]1[CH:27]=[CH:26][CH:25]=[C:24]([O:28][C:29]2[CH:30]=[CH:31][CH:32]=[CH:33][CH:34]=2)[CH:23]=1)=[O:16]. Reported procedure: Using the procedure of Step B of Example 43, (1R,cis,Z) 2,2-dimethyl-3-[2-chloro-3-oxo-3-(1-methyl-propoxy)-1-propenyl]-cyclopropane carboxylic acid and (S)α-cyano-3-phenoxy-benzyl alcohol were reacted to form (S)α-cyano-3-phenoxy-benzyl (1R,cis,Z) 2,2-dimethyl-3-[2-chloro-3-oxo-3-(1-methyl-propoxy)-1-propenyl]-cyclopropanecarboxylate with a specific rotation of [α]D20 =+16.5°±2.° (c=0.65% in chloroform). The reactants are C1(=CC=CC=C1)P(C1=CC=CC=C1)C1=CC=CC=C1 (triphenylphosphine), [Si](C)(C)(C)Cl (TMS-Cl), COC=1C=CC2=C(S(C(=C2OC2=CC=C(C=C2)/C=C/C(=O)OC)C2=CC=C(C=C2)OC)=O)C1 ((E)-methyl 3-(4-((6-methoxy-2-(4-methoxyphenyl)-1-oxidobenzo[b]thiophen-3-yl)oxy)phenyl)acrylate). Run in C1CCOC1 (THF). Reaction conditions: temperature 75 celsius. Product: COC=1C=CC2=C(SC(=C2OC2=CC=C(C=C2)/C=C/C(=O)OC)C2=CC=C(C=C2)OC)C1 ((E)-methyl 3-(4-((6-methoxy-2-(4-methoxyphenyl)benzo[b]thiophen-3-yl)oxy)phenyl)acrylate). Isolated yield 58.1%. Reaction SMILES: [CH3:1][O:2][C:3]1[CH:4]=[CH:5][C:6]2[C:10]([O:11][C:12]3[CH:17]=[CH:16][C:15](/[CH:18]=[CH:19]/[C:20]([O:22][CH3:23])=[O:21])=[CH:14][CH:13]=3)=[C:9]([C:24]3[CH:29]=[CH:28][C:27]([O:30][CH3:31])=[CH:26][CH:25]=3)[S:8](=O)[C:7]=2[CH:33]=1.C1(P(C2C=CC=CC=2)C2C=CC=CC=2)C=CC=CC=1.[Si](Cl)(C)(C)C>C1COCC1>[CH3:1][O:2][C:3]1[CH:4]=[CH:5][C:6]2[C:10]([O:11][C:12]3[CH:17]=[CH:16][C:15](/[CH:18]=[CH:19]/[C:20]([O:22][CH3:23])=[O:21])=[CH:14][CH:13]=3)=[C:9]([C:24]3[CH:25]=[CH:26][C:27]([O:30][CH3:31])=[CH:28][CH:29]=3)[S:8][C:7]=2[CH:33]=1. Procedure details: To a 30 mL vial containing (E)-methyl 3-(4-((6-methoxy-2-(4-methoxyphenyl)-1-oxidobenzo[b]thiophen-3-yl)oxy)phenyl)acrylate (200 mg, 0.43 mmol) was added THF (5 mL), triphenylphosphine (420 mg, 1.60 mmol) and TMS-Cl (0.553 mL, 4.32 mmol). The reaction was heated to 75° C. for 18 h after which time the mixture was cooled to room temperature, quenched with sat. aq. NaHCO3 and diluted with DCM. The organic phase was collected (phase separator) and concentrated in vacuo to afford the crude product w... Reactants: CCOC(C)=O, CCCCCC, CCCC=Cc1c(C(C)C)nc(C(C)C)c(CO)c1-c1cccc(C)c1. Product: CCCCCc1c(C(C)C)nc(C(C)C)c(CO)c1-c1cccc(C)c1. RXN SMILES: [C:33]([O:34][CH2:35][CH3:36])(=[O:37])[CH3:38].[CH3:27][CH2:28][CH2:29][CH2:30][CH2:31][CH3:32].[CH:1]([CH3:2])([CH3:3])[c:4]1[n:5][c:6]([CH:24]([CH3:25])[CH3:26])[c:7]([CH:19]=[CH:20][CH2:21][CH2:22][CH3:23])[c:8](-[c:12]2[cH:13][c:14]([CH3:18])[cH:15][cH:16][cH:17]2)[c:9]1[CH2:10][OH:11]>>[CH:1]([CH3:2])([CH3:3])[c:4]1[n:5][c:6]([CH:24]([CH3:25])[CH3:26])[c:7]([CH2:19][CH2:20][CH2:21][CH2:22][CH3:23])[c:8](-[c:12]2[cH:13][c:14]([CH3:18])[cH:15][cH:16][cH:17]2)[c:9]1[CH2:10][OH:11]. Reactants: NC1=CC=NC=C1 (4-aminopyridine), ClC1=C(C(=CC=C1)Cl)N=C=O (2,6-dichlorophenylisocyanate). The solvent is O1CCCC1 (tetrahydrofuran). The product is ClC1=C(C(=CC=C1)Cl)NC(=O)NC1=CC=NC=C1 (N-(2,6-Dichlorophenyl)-N'-4-pyridinyl urea). As a reaction SMILES: [NH2:1][C:2]1[CH:7]=[CH:6][N:5]=[CH:4][CH:3]=1.[Cl:8][C:9]1[CH:14]=[CH:13][CH:12]=[C:11]([Cl:15])[C:10]=1[N:16]=[C:17]=[O:18]>O1CCCC1>[Cl:8][C:9]1[CH:14]=[CH:13][CH:12]=[C:11]([Cl:15])[C:10]=1[NH:16][C:17]([NH:1][C:2]1[CH:7]=[CH:6][N:5]=[CH:4][CH:3]=1)=[O:18]. Procedure details: A solution of 4.7 g (0.05 mol) of 4-aminopyridine in 300 mL of anhydrous tetrahydrofuran was treated with 9.4 g (0.05 mol) of 2,6-dichlorophenylisocyanate. The solution was heated at reflux for 24 hours, cooled, and concentrated in vacuo to a solid. Recrystallization from aqueous ethanol afforded the crystalline product, mp 217-219° C.